From a dataset of the Open Reaction Database (ORD), a public repository of structured organic reaction records. describe an organic reaction: reactants, conditions, products, and yield The reactants are NC=1C=C(C(=O)O)C=C(C1)[N+](=O)[O-] (3-amino-5-nitrobenzoic acid), C1(CCCC(=O)O1)=O (glutaric anhydride), S(O)(O)(=O)=O (sulfuric acid). Product: C1(CCCC(N1C=1C=C(C(=O)O)C=C(C1)[N+](=O)[O-])=O)=O (3-glutarimido-5-nitrobenzoic acid). Reaction SMILES: [NH2:1][C:2]1[CH:3]=[C:4]([CH:8]=[C:9]([N+:11]([O-:13])=[O:12])[CH:10]=1)[C:5]([OH:7])=[O:6].[C:14]1(=O)[O:20][C:18](=[O:19])[CH2:17][CH2:16][CH2:15]1.S(=O)(=O)(O)O>>[C:14]1(=[O:20])[N:1]([C:2]2[CH:3]=[C:4]([CH:8]=[C:9]([N+:11]([O-:13])=[O:12])[CH:10]=2)[C:5]([OH:7])=[O:6])[C:18](=[O:19])[CH2:17][CH2:16][CH2:15]1. Procedure: 3-Glutarimido-5-nitrobenzoic Acid [D; Y is CH2CH2CH2, Z is OH] was prepared by heating a mixture of 18.2 g. of 3-amino-5-nitrobenzoic acid, 45.6 g. of glutaric anhydride and 0.5 ml. of concentrated sulfuric acid on a steam bath for two hours. The product was isolated and recrystallized from aqueous dimethylformamide to give 3-glutarimido-5-nitrobenzoic acid, pale yellow prisms, m.p. above 300° C.